describe an organic reaction: reactants, conditions, products, and yield From a dataset of the Open Reaction Database (ORD), a public repository of structured organic reaction records. Starting materials: C(C)(C)[Mg]Br (isopropyl magnesium bromide), BrC1=CC=C(C[C@@]2(C(N(C=3N2C(=CN3)I)C3=CC(=CC(=C3)Cl)Cl)=O)C)C=C1 ((R)-3-(4-bromo-benzyl)-1-(3,5-dichloro-phenyl)-5-iodo-3-methyl-1H-imidazo[1,2-a]imidazol-2-one), C(=O)=O (CO2). The solvent is C1CCOC1 (THF). Conditions: temperature -40 celsius, time 1 hour. The product is BrC1=CC=C(C[C@@]2(C(N(C=3N2C(=CN3)C(=O)O)C3=CC(=CC(=C3)Cl)Cl)=O)C)C=C1 ((R)-5-(4-bromo-benzyl)-7-(3,5-dichloro-phenyl)-5-methyl-6-oxo-6,7-dihydro-5H-imidazo[1,2-a]imidazole-3-carboxylic acid). Reaction SMILES: [Br:1][C:2]1[CH:27]=[CH:26][C:5]([CH2:6][C@@:7]2([CH3:25])[N:11]3[C:12](I)=[CH:13][N:14]=[C:10]3[N:9]([C:16]3[CH:21]=[C:20]([Cl:22])[CH:19]=[C:18]([Cl:23])[CH:17]=3)[C:8]2=[O:24])=[CH:4][CH:3]=1.C([Mg]Br)(C)C.[C:33](=[O:35])=[O:34]>C1COCC1>[Br:1][C:2]1[CH:27]=[CH:26][C:5]([CH2:6][C@@:7]2([CH3:25])[N:11]3[C:12]([C:33]([OH:35])=[O:34])=[CH:13][N:14]=[C:10]3[N:9]([C:16]3[CH:21]=[C:20]([Cl:22])[CH:19]=[C:18]([Cl:23])[CH:17]=3)[C:8]2=[O:24])=[CH:4][CH:3]=1. Reported procedure: A solution of (R)-3-(4-bromo-benzyl)-1-(3,5-dichloro-phenyl)-5-iodo-3-methyl-1H-imidazo[1,2-a]imidazol-2-one (4.5 g, 7.8 mmol) in THF (50 mL) was cooled to −40° C. To this was slowly added isopropyl magnesium bromide (1M in THF, 15.6 mL, 15.6 mmol) over 30 min. The reaction mixture was stirred at −40° C. for 1 h and then CO2 gas passed through the solution for 1 h. The reaction mixture was concentrated under reduced pressure and diluted with water. The mixture was acidified with 1N HCl and extra... Reported procedure: This compound was made as a derivative of the compound prepared according to Section 5.1.2.4. To a THF solution of 4-[4-ethyl-5-(4-hydroxyphenyl)isoxazol-3-yl]phenol was added acetyl chloride (3.0 eq.) and pyridine (3.0 eq). The mixture was stirred at rt for 24 h, poured into cold NaHCO3, extracted with EtOAc. The organic extracts were washed with brine, dried with Na2SO4 and concentrated in vacuo to give the product as a white powder. Yields the product C(C)(=O)OC1=CC=C(C=C1)C1=C(C(=NO1)C1=CC=C(C=C1)OC(C)=O)CC (4-[3-(4-acetyloxyphenyl)-4-ethylisoxazol-5-yl]phenyl acetate). Solvent: C1CCOC1 (THF). Reaction conditions: time 24 hour. Reaction SMILES: [CH2:1]([C:3]1[C:4]([C:15]2[CH:20]=[CH:19][C:18]([OH:21])=[CH:17][CH:16]=2)=[N:5][O:6][C:7]=1[C:8]1[CH:13]=[CH:12][C:11]([OH:14])=[CH:10][CH:9]=1)[CH3:2].[C:22](Cl)(=[O:24])[CH3:23].N1[CH:31]=[CH:30]C=CC=1.C([O-])(O)=[O:33].[Na+]>C1COCC1>[C:22]([O:14][C:11]1[CH:10]=[CH:9][C:8]([C:7]2[O:6][N:5]=[C:4]([C:15]3[CH:16]=[CH:17][C:18]([O:21][C:30](=[O:33])[CH3:31])=[CH:19][CH:20]=3)[C:3]=2[CH2:1][CH3:2])=[CH:13][CH:12]=1)(=[O:24])[CH3:23] |f:3.4|. The reactants are C(C)C=1C(=NOC1C1=CC=C(C=C1)O)C1=CC=C(C=C1)O (4-[4-ethyl-5-(4-hydroxyphenyl)isoxazol-3-yl]phenol), C(C)(=O)Cl (acetyl chloride), N1=CC=CC=C1 (pyridine), C(=O)(O)[O-].[Na+] (NaHCO3). Reactants: [H-].[Na+] (sodium hydride), CN(C)C=O (DMF), resultant mixture, ClC1=C(N=NC(=C1C1=CC=C(C=C1)Cl)C)C (4-chloro-5-(4-chlorophenyl)-3,6-dimethylpyridazine), N1N=CN=C1 (1,2,4-triazole). Run in C(C)(=O)OCC (ethyl acetate). Reaction conditions: time 0.5 hour. Product: ClC1=CC=C(C=C1)C=1C(=C(N=NC1C)C)N1N=CN=C1 (5-(4-chlorophenyl)-3,6-dimethyl-4-(1,2,4-triazol-1-yl)pyridazine). The yield is 70.9%. As a reaction SMILES: [H-].[Na+].CN(C=O)C.[NH:8]1[CH:12]=[N:11][CH:10]=[N:9]1.Cl[C:14]1[C:19]([C:20]2[CH:25]=[CH:24][C:23]([Cl:26])=[CH:22][CH:21]=2)=[C:18]([CH3:27])[N:17]=[N:16][C:15]=1[CH3:28]>C(OCC)(=O)C>[Cl:26][C:23]1[CH:22]=[CH:21][C:20]([C:19]2[C:14]([N:8]3[CH:12]=[N:11][CH:10]=[N:9]3)=[C:15]([CH3:28])[N:16]=[N:17][C:18]=2[CH3:27])=[CH:25][CH:24]=1 |f:0.1|. Procedure details: 87 mg of sodium hydride (55% oil dispersion) was added to 5 ml of DMF. To this was added 0.14 g of 1,2,4-triazole, and the mixture was stirred for 0.5 hours at room temperature. To the resultant mixture was added 0.25 g of 4-chloro-5-(4-chlorophenyl)-3,6-dimethylpyridazine, and the mixture was stirred for 3 hours on an oil bath of 80° C. To the reaction mixture was added ethyl acetate, and the mixture was washed with brine four times. The organic layer was dried over anhydrous magnesium sulfate,... Starting materials: C(C)N (ethylamine), ClC1=C(C(NC(=C1)C)=O)C#N (4-chloro-6-methyl-2-oxo-1,2-dihydro-3-pyridinecarbonitrile), Cl (HCl). The solvent is CO (methanol). Product: C(C)NC1=C(C(NC(=C1)C)=O)C#N (4-(ethylamino)-6-methyl-2-oxo-1,2-dihydro-3-pyridinecarbonitrile). Yield: 62.2%. As a reaction SMILES: Cl[C:2]1[CH:7]=[C:6]([CH3:8])[NH:5][C:4](=[O:9])[C:3]=1[C:10]#[N:11].[CH2:12]([NH2:14])[CH3:13].Cl>CO>[CH2:12]([NH:14][C:2]1[CH:7]=[C:6]([CH3:8])[NH:5][C:4](=[O:9])[C:3]=1[C:10]#[N:11])[CH3:13]. Procedure details: To a 10 ml microwave vial added 4-chloro-6-methyl-2-oxo-1,2-dihydro-3-pyridinecarbonitrile (750 mg, 4.45 mmol) and methanol (1 mL) then added ethylamine (5.56 mL, 11.12 mmol). One drop on conc. HCl was added and the vial was capped and the reaction was microwaved to 120° C. for 1 hr. The reaction was cooled and the solid was filtered and washed with cold MeOH. Gave 4-(ethylamino)-6-methyl-2-oxo-1,2-dihydro-3-pyridinecarbonitrile (500 mg, 2.77 mmol, 62.2% yield) 1H NMR (400 MHz, DMSO-d6) δ ppm 11... The reactants are FC1=C(C#N)C=C(C(=C1)F)[N+](=O)[O-] (2,4-difluoro-5-nitrobenzonitrile), N (ammonia). The solvent is C(C)O (ethanol). Reaction conditions: time 8 hour. Yields the product NC1=CC(=C(C#N)C=C1[N+](=O)[O-])F (4-amino-2-fluoro-5-nitrobenzonitrile). Isolated yield 86.9%. As a reaction SMILES: [F:1][C:2]1[CH:9]=[C:8](F)[C:7]([N+:11]([O-:13])=[O:12])=[CH:6][C:3]=1[C:4]#[N:5].[NH3:14]>C(O)C>[NH2:14][C:8]1[C:7]([N+:11]([O-:13])=[O:12])=[CH:6][C:3]([C:4]#[N:5])=[C:2]([F:1])[CH:9]=1. Procedure: To a mixture of 2,4-difluoro-5-nitrobenzonitrile (2 g, 10.86 mmol, prepared as described in: [Ohmori, J.; Sakamoto, S. et. al. J. Med. Chem., 1994, 37(4), 467-475.]) in ethanol (1.25 ml) was added ammonia (6.25 mL, 10.86 mmol) at r.t. The mixture was stirred overnight. Filtered to collect the precipitate, washed w/H2O (3×). The solid was dried in vacuo for 24 hrs to afford 1.9 g of 4-amino-2-fluoro-5-nitrobenzonitrile (1.8 g, 9.44 mmol, 87% yield), which was used in the next reaction without fur... Starting materials: C(CCCCCC)(=O)Cl (heptanoyl chloride), NC1=CC=C(C=C1)C(CCC(=O)OC)=O (4-(4-amino-phenyl)-4-oxo-butyric acid, methyl ester). The product is C(CCCCCC)(=O)NC1=CC=C(C=C1)C(CCC(=O)O)=O (4-[4-(heptanoylamino)-phenyl]-4-oxo-butyric acid). Isolated yield 62.9%. Reaction SMILES: [C:1](Cl)(=[O:8])[CH2:2][CH2:3][CH2:4][CH2:5][CH2:6][CH3:7].[NH2:10][C:11]1[CH:16]=[CH:15][C:14]([C:17](=[O:24])[CH2:18][CH2:19][C:20]([O:22]C)=[O:21])=[CH:13][CH:12]=1>>[C:1]([NH:10][C:11]1[CH:12]=[CH:13][C:14]([C:17](=[O:24])[CH2:18][CH2:19][C:20]([OH:22])=[O:21])=[CH:15][CH:16]=1)(=[O:8])[CH2:2][CH2:3][CH2:4][CH2:5][CH2:6][CH3:7]. Procedure: In a manner similar to that described in Example 3, heptanoyl chloride (0.051 g, 0.00034 mol) was allowed to react with 4-(4-amino-phenyl)-4-oxo-butyric acid, methyl ester (0.052 g, 0.00025 mol), and the resulting intermediate was hydrolyzed to give 0.048 g of 4-[4-(heptanoylamino)-phenyl]-4-oxo-butyric acid as an off-white solid; MS-(AP+) MH+306. The reactants are C(C1=CC=CC=C1)OC1=CC=C(C=2C=CNC12)C=O (7-benzyloxyindole-4-carboxaldehyde), CN(C=O)C (dimethylformamide), [H-].[Na+] (Sodium hydride), CC(C)(C(=O)[O-])P(=O)(O)OC (trimethylphosphonoacetate). Solvent: O1CCCC1 (tetrahydrofuran), O1CCCC1 (tetrahydrofuran). Reaction conditions: time 1 hour. Product: C(C1=CC=CC=C1)OC=1C=CC(=C2C=CNC12)\C=C\C(=O)OC (7-Benzyloxy-4-(2-(E)-methoxycarbonylethenyl)indole). Reaction SMILES: [H-].[Na+].C[C:4](P(OC)(O)=O)([C:6]([O-:8])=[O:7])[CH3:5].[CH2:14]([O:21][C:22]1[C:30]2[NH:29][CH:28]=[CH:27][C:26]=2[C:25](C=O)=[CH:24][CH:23]=1)[C:15]1[CH:20]=[CH:19][CH:18]=[CH:17][CH:16]=1.[CH3:33]N(C)C=O>O1CCCC1>[CH2:14]([O:21][C:22]1[CH:23]=[CH:24][C:25](/[CH:5]=[CH:4]/[C:6]([O:8][CH3:33])=[O:7])=[C:26]2[C:30]=1[NH:29][CH:28]=[CH:27]2)[C:15]1[CH:20]=[CH:19][CH:18]=[CH:17][CH:16]=1 |f:0.1|. Reported procedure: 60% Sodium hydride dispersion (0.10 g, 2.5 mmol) was added to a stirred solution of trimethylphosphonoacetate (0.41 ml, 2.5 mmol) in tetrahydrofuran (10 ml). The pale suspension was stirred for 1 hour at room temperature then a solution of 7-benzyloxyindole-4-carboxaldehyde (0.63 g, 2.5 mmol) in tetrahydrofuran (5 ml) was added followed by dimethylformamide (5 ml) to give a clear solution. The solution was stirred for 1 hour at room temperature then evaporated under high vacuum. The residue in e... Starting materials: [H-].[Al+3].[Li+].[H-].[H-].[H-] (lithium aluminum hydride), S(CCC(=O)O)CCC(=O)O (3,3'-thiodipropionic acid), C([O-])([O-])=O.[K+].[K+] (potassium carbonate). Run in O1CCCC1 (tetrahydrofuran), O1CCCC1 (tetrahydrofuran). Yields the product S(CCCO)CCCO (3,3'-thiodi-1-propanol). Yield: 19.8%. As a reaction SMILES: [H-].[Al+3].[Li+].[H-].[H-].[H-].[S:7]([CH2:13][CH2:14][C:15](O)=[O:16])[CH2:8][CH2:9][C:10](O)=[O:11].C(=O)([O-])[O-].[K+].[K+]>O1CCCC1>[S:7]([CH2:13][CH2:14][CH2:15][OH:16])[CH2:8][CH2:9][CH2:10][OH:11] |f:0.1.2.3.4.5,7.8.9|. Procedure details: 2.55 g of lithium aluminum hydride are suspended in 100 ml of absolute tetrahydrofuran under argon gasification and treated with a warm solution of 12.0 g of 3,3'-thiodipropionic acid in 100 ml of absolute tetrahydrofuran. After completion of the addition, the resulting heterogenous mixture is heated to reflux for a further 22 hours. After cooling, the mixture is treated with 12.0 ml of saturated potassium carbonate solution, filtered and concentrated. Low-pressure chromatography (0.4 bar) of th...